This data is from the Open Reaction Database (ORD), a public repository of structured organic reaction records. The task is: describe an organic reaction: reactants, conditions, products, and yield Reactants: Clc1ncc(Br)cn1, Cc1ccc(-c2c(NS(=O)(=O)c3ccc(C(C)(C)C)cc3)ncnc2OCCOc2ncc(O)cn2)cc1, O=C([O-])[O-], CN(C)C=O, Cl, [K+], [K+]. Yields the product Cc1ccc(-c2c(NS(=O)(=O)c3ccc(C(C)(C)C)cc3)ncnc2OCCOc2ncc(Oc3ncc(Br)cn3)cn2)cc1. As a reaction SMILES: [Br:45][c:46]1[cH:47][n:48][c:49]([Cl:52])[n:50][cH:51]1.[C:1]([CH3:2])([CH3:3])([CH3:4])[c:5]1[cH:6][cH:7][c:8]([S:11](=[O:12])(=[O:13])[NH:14][c:15]2[n:16][cH:17][n:18][c:19]([O:28][CH2:29][CH2:30][O:31][c:32]3[n:33][cH:34][c:35]([OH:38])[cH:36][n:37]3)[c:20]2-[c:21]2[cH:22][cH:23][c:24]([CH3:27])[cH:25][cH:26]2)[cH:9][cH:10]1.[C:39](=[O:40])([O-:41])[O-:42].[CH3:54][N:55]([CH3:56])[CH:57]=[O:58].[ClH:53].[K+:43].[K+:44]>>[C:1]([CH3:2])([CH3:3])([CH3:4])[c:5]1[cH:6][cH:7][c:8]([S:11](=[O:12])(=[O:13])[NH:14][c:15]2[n:16][cH:17][n:18][c:19]([O:28][CH2:29][CH2:30][O:31][c:32]3[n:33][cH:34][c:35]([O:38][c:49]4[n:48][cH:47][c:46]([Br:45])[cH:51][n:50]4)[cH:36][n:37]3)[c:20]2-[c:21]2[cH:22][cH:23][c:24]([CH3:27])[cH:25][cH:26]2)[cH:9][cH:10]1. The reactants are C(C1=CC=CC=C1)(=O)C1=CC=CC=C1 (benzophenone), BrC=1C=NC=CC1 (3-bromopyridine), CCCCCC (hexane), [Li]CCCC (n-BuLi). Solvent: C1CCOC1 (THF), C1CCOC1 (THF). Conditions: time 30 minute. Yields the product C1(=CC=CC=C1)C(O)(C=1C=NC=CC1)C1=CC=CC=C1 (Diphenyl(pyridin-3-yl)methanol). Yield: 20.0%. RXN SMILES: Br[C:2]1[CH:3]=[N:4][CH:5]=[CH:6][CH:7]=1.CCCCCC.[Li]CCCC.[C:19]([C:27]1[CH:32]=[CH:31][CH:30]=[CH:29][CH:28]=1)(=[O:26])[C:20]1[CH:25]=[CH:24][CH:23]=[CH:22][CH:21]=1>C1COCC1>[C:27]1([C:19]([C:20]2[CH:21]=[CH:22][CH:23]=[CH:24][CH:25]=2)([C:2]2[CH:3]=[N:4][CH:5]=[CH:6][CH:7]=2)[OH:26])[CH:28]=[CH:29][CH:30]=[CH:31][CH:32]=1. Reported procedure: A solution of 3-bromopyridine (10 g, 0.063 mol) in dry THF (200 mL)/hexane (50 mL) was cooled to −90° C. To this cooled solution was added n-BuLi (2.2 M, 32 mL, 0.063 mol) slowly and allowed to stir for 30 min under N2 atmosphere. A solution of benzophenone (11.5 g, 0.063 mol) in dry THF (50 mL) was added to this at the same temperature over a period of 30 min. The reaction mixture was warmed slowly to RT and allowed to stir another 3 h at RT. The reaction mixture was cooled, quenched with water... Reactants: CC(CCOC=1C=C(C(=NO)Cl)C=CC1)(C)C (3-(3,3-dimethylbutoxy)benzohydroximoyl chloride), N1N=CN=C1 (1,2,4-triazole), C([O-])([O-])=O.[K+].[K+] (potassium carbonate), resultant mixture. Solvent: COCCOC (1,2-dimethoxyethane). Conditions: temperature 50 celsius, time 8 hour. The product is CC(CCOC=1C=C(C(=NO)N2N=CN=C2)C=CC1)(C)C (1-[3-(3,3-dimethylbutoxy)benzohydroximoyl]-1H-1,2,4-triazole). The yield is 46.0%. Reaction SMILES: [CH3:1][C:2]([CH3:17])([CH3:16])[CH2:3][CH2:4][O:5][C:6]1[CH:7]=[C:8]([CH:13]=[CH:14][CH:15]=1)[C:9](Cl)=[N:10][OH:11].[NH:18]1[CH:22]=[N:21][CH:20]=[N:19]1.C(=O)([O-])[O-].[K+].[K+]>COCCOC>[CH3:1][C:2]([CH3:17])([CH3:16])[CH2:3][CH2:4][O:5][C:6]1[CH:7]=[C:8]([CH:13]=[CH:14][CH:15]=1)[C:9]([N:18]1[CH:22]=[N:21][CH:20]=[N:19]1)=[N:10][OH:11] |f:2.3.4|. Reported procedure: To 100 ml of 1,2-dimethoxyethane were added 2.0 g (7.8 mmol) of 3-(3,3-dimethylbutoxy)benzohydroximoyl chloride, 1.9 g (27.5 mmol) of 1,2,4-triazole, and 1.5 g (10.9 mmol) of potassium carbonate. The mixture was stirred for 8 hours at about 50° C. After the resultant mixture was allowed to sit and cool naturally, the solvent in the mixture was removed. The residue was purified by column chromatography, thus obtaining the desired product of 1.2 g (yield: 46% ) . Starting materials: mixture, C(C)(C)OC(=O)NC1=C(SC=C1)\C(\C)=C\C(C)C (3-isopropoxycarbonylamino-{2-(E)-(4-methyl-2-penten-2-yl)}thiophene), C(C)(C)OC(=O)NC1=C(SC=C1)\C(\C)=C/C(C)C (3-isopropoxycarbonylamino-{2-(Z)-(4-methyl-2-penten-2-yl)}thiophene), C(C)(C)OC(=O)NC1=C(SC=C1)C(=C)CC(C)C (3-isopropoxycarbonylamino-{2-(4-methyl-1-penten-2-yl) }thiophene). The reagents and catalysts are [C].[Pd] (palladium carbon). Solvent: CO (methanol). Conditions: time 9 hour. Product: C(C)(C)OC(=O)C1=C(SC=C1)C(CC(C)C)C (3-Isopropoxycarbonyl-{2-(1,3-dimethylbutyl)}-thiophene). Isolated yield 70.0%. As a reaction SMILES: C(OC(N[C:8]1[CH:12]=[CH:11][S:10][C:9]=1/[C:13](=[CH:15]/[CH:16]([CH3:18])[CH3:17])/[CH3:14])=O)(C)C.[CH:19]([O:22][C:23](NC1C=CSC=1/C(=C\C(C)C)/C)=[O:24])([CH3:21])[CH3:20].C(OC(NC1C=CSC=1C(CC(C)C)=C)=O)(C)C>[C].[Pd].CO>[CH:19]([O:22][C:23]([C:8]1[CH:12]=[CH:11][S:10][C:9]=1[CH:13]([CH3:14])[CH2:15][CH:16]([CH3:17])[CH3:18])=[O:24])([CH3:21])[CH3:20] |f:3.4|. Procedure details: 2.06 g (7.72 mmol) of the mixture of 3-isopropoxycarbonylamino-{2-(E)-(4-methyl-2-penten-2-yl)}thiophene, 3-isopropoxycarbonylamino-{2-(Z)-(4-methyl-2-penten-2-yl)}thiophene, and 3-isopropoxycarbonylamino-{2-(4-methyl-1-penten-2-yl) }thiophene obtained in Example 13 and 0.41 g of 5% palladium carbon (Degussa chemical catalyst E106R/W) were charged into 20 ml of methanol, and after nitrogen purge, a hydrogenation reaction was conducted at normal pressure under hydrogen atmosphere for 9 hours. Aft... Starting materials: BrC1=CN(C(C(=N1)NC1=CC=C(C=C1)C1N(CCN(C1=O)C)C(=O)OC(C)(C)C)=O)C (tert-Butyl 2-(4-(6-Bromo-4-methyl-3-oxo-3,4-dihydropyrazin-2-ylamino)phenyl)-4-methyl-3-oxopiperazine-1-carboxylate), C(C)(C)(C)C1=CC=2CN(C(C2S1)=O)C1=C(C(=CC=C1)B1OC(C(O1)(C)C)(C)C)C (2-tert-Butyl-5-(2-methyl-3-(4,4,5,5-tetramethyl-1,3,2-dioxaborolan-2-yl)phenyl)-4H-thieno[3,2-c]pyrrol-6(5H)-one), C([O-])([O-])=O.[Na+].[Na+] (sodium carbonate), O1CCOCC1 (1,4-dioxane). The reagents and catalysts are C=1C=CC(=CC1)[P](C=2C=CC=CC2)(C=3C=CC=CC3)[Pd]([P](C=4C=CC=CC4)(C=5C=CC=CC5)C=6C=CC=CC6)([P](C=7C=CC=CC7)(C=8C=CC=CC8)C=9C=CC=CC9)[P](C=1C=CC=CC1)(C=1C=CC=CC1)C=1C=CC=CC1 (tetrakis(triphenylphosphine)palladium(0)). The solvent is C(C)(=O)OCC (ethyl acetate), O (water), O (water), CN(C)C=O (DMF). Product: C(C)(C)(C)C1=CC2=C(C(N(C2)C=2C(=C(C=CC2)C2=CN(C(C(=N2)NC2=CC=C(C=C2)C2N(CCN(C2=O)C)C(=O)OC(C)(C)C)=O)C)C)=O)S1 (tert-Butyl 2-(4-(6-(3-(2-tert-Butyl-6-oxo-4H-thieno[2,3-c]pyrrol-5(6H)-yl)-2-methylphenyl)-4-methyl-3-oxo-3,4-dihydropyrazin-2-ylamino)phenyl)-4-methyl-3-oxopiperazine-1-carboxylate). Isolated yield 88.3%. RXN SMILES: Br[C:2]1[N:7]=[C:6]([NH:8][C:9]2[CH:14]=[CH:13][C:12]([CH:15]3[C:20](=[O:21])[N:19]([CH3:22])[CH2:18][CH2:17][N:16]3[C:23]([O:25][C:26]([CH3:29])([CH3:28])[CH3:27])=[O:24])=[CH:11][CH:10]=2)[C:5](=[O:30])[N:4]([CH3:31])[CH:3]=1.[C:32]([C:36]1[S:43][C:42]2[C:41](=[O:44])[N:40]([C:45]3[CH:50]=[CH:49][CH:48]=[C:47](B4OC(C)(C)C(C)(C)O4)[C:46]=3[CH3:60])[CH2:39][C:38]=2[CH:37]=1)([CH3:35])([CH3:34])[CH3:33].C(=O)([O-])[O-].[Na+].[Na+].O1CCOCC1>C(OCC)(=O)C.O.C1C=CC([P]([Pd]([P](C2C=CC=CC=2)(C2C=CC=CC=2)C2C=CC=CC=2)([P](C2C=CC=CC=2)(C2C=CC=CC=2)C2C=CC=CC=2)[P](C2C=CC=CC=2)(C2C=CC=CC=2)C2C=CC=CC=2)(C2C=CC=CC=2)C2C=CC=CC=2)=CC=1.CN(C=O)C>[C:32]([C:36]1[S:43][C:42]2[C:41](=[O:44])[N:40]([C:45]3[C:46]([CH3:60])=[C:47]([C:2]4[N:7]=[C:6]([NH:8][C:9]5[CH:10]=[CH:11][C:12]([CH:15]6[C:20](=[O:21])[N:19]([CH3:22])[CH2:18][CH2:17][N:16]6[C:23]([O:25][C:26]([CH3:29])([CH3:28])[CH3:27])=[O:24])=[CH:13][CH:14]=5)[C:5](=[O:30])[N:4]([CH3:31])[CH:3]=4)[CH:48]=[CH:49][CH:50]=3)[CH2:39][C:38]=2[CH:37]=1)([CH3:35])([CH3:33])[CH3:34] |f:2.3.4,^1:83,85,104,123|. Procedure: A 25-mL three-neck round-bottomed flask equipped with a reflux condenser, magnetic stirrer and nitrogen inlet was charged with of 102k (200 mg, 0.486 mmol), 102g (217 mg, 0.442 mmol), sodium carbonate (115 mg, 1.08 mmol), water (1.5 mL), 1,4-dioxane (5 mL), and DMF (2 mL). After bubbling nitrogen through the resulting suspension for 30 min, tetrakis(triphenylphosphine)palladium(0) (83 mg, 0.07 mmol) was added and the reaction mixture was heated at reflux for 16 h. After this time, the mixture wa...